This data is from the Open Reaction Database (ORD), a public repository of structured organic reaction records. The task is: describe an organic reaction: reactants, conditions, products, and yield The reactants are COc1ccccc1C(C)C(=O)O, CN(C)C=O, CCOC(C)=O, C(=NC1CCCCC1)=NC1CCCCC1, CCN(C(C)C)C(C)C, Cl, Oc1cccc2[nH]nnc12, O=C1CCC(c2ccccc2)(c2ccccc2)C2CNCC12. RXN SMILES: [CH3:11][O:12][c:13]1[c:14]([CH:19]([C:20](=[O:21])[OH:22])[CH3:23])[cH:15][cH:16][cH:17][cH:18]1.[CH3:71][N:72]([CH3:73])[CH:74]=[O:75].[CH3:76][CH2:77][O:78][C:79](=[O:80])[CH3:81].[CH:24]1([N:25]=[C:26]=[N:27][CH:28]2[CH2:29][CH2:30][CH2:31][CH2:32][CH2:33]2)[CH2:34][CH2:35][CH2:36][CH2:37][CH2:38]1.[CH:62]([N:63]([CH2:64][CH3:65])[CH:66]([CH3:67])[CH3:68])([CH3:69])[CH3:70].[ClH:39].[OH:1][c:2]1[c:3]2[n:4][n:5][nH:6][c:7]2[cH:8][cH:9][cH:10]1.[c:40]1([C:46]2([c:56]3[cH:57][cH:58][cH:59][cH:60][cH:61]3)[CH2:47][CH2:48][C:49](=[O:55])[CH:50]3[CH2:51][NH:52][CH2:53][CH:54]23)[cH:41][cH:42][cH:43][cH:44][cH:45]1>>[CH3:11][O:12][c:13]1[c:14]([CH:19]([C:20](=[O:22])[N:52]2[CH2:51][CH:50]3[C:49](=[O:55])[CH2:48][CH2:47][C:46]([c:40]4[cH:41][cH:42][cH:43][cH:44][cH:45]4)([c:56]4[cH:57][cH:58][cH:59][cH:60][cH:61]4)[CH:54]3[CH2:53]2)[CH3:23])[cH:15][cH:16][cH:17][cH:18]1. Yields the product COc1ccccc1C(C)C(=O)N1CC2C(=O)CCC(c3ccccc3)(c3ccccc3)C2C1. Reactants: ClCCl, NCCc1c[nH]c2ccc(F)cc12, O=C(Cl)Oc1ccccc1, c1ccncc1. The product is O=C(NCCc1c[nH]c2ccc(F)cc12)Oc1ccccc1. Reaction SMILES: [Cl:30][CH2:31][Cl:32].[F:17][c:18]1[cH:19][c:20]2[c:21]([CH2:27][CH2:28][NH2:29])[cH:22][nH:23][c:24]2[cH:25][cH:26]1.[c:1]1([O:7][C:8](=[O:9])[Cl:10])[cH:2][cH:3][cH:4][cH:5][cH:6]1.[cH:11]1[cH:12][cH:13][n:14][cH:15][cH:16]1>>[c:1]1([O:7][C:8](=[O:9])[NH:29][CH2:28][CH2:27][c:21]2[c:20]3[cH:19][c:18]([F:17])[cH:26][cH:25][c:24]3[nH:23][cH:22]2)[cH:2][cH:3][cH:4][cH:5][cH:6]1. The reactants are COC(CN1NCc2ccc([N+](=O)[O-])cc21)OC, CCO, [Cl-], [NH4+], O. The product is COC(CN1NCc2ccc(N)cc21)OC. RXN SMILES: [CH3:1][O:2][CH:3]([CH2:4][N:5]1[NH:6][CH2:7][c:8]2[cH:9][cH:10][c:11]([N+:14]([O-:15])=[O:16])[cH:12][c:13]21)[O:17][CH3:18].[CH3:21][CH2:22][OH:23].[Cl-:19].[NH4+:20].[OH2:24]>>[CH3:1][O:2][CH:3]([CH2:4][N:5]1[NH:6][CH2:7][c:8]2[cH:9][cH:10][c:11]([NH2:14])[cH:12][c:13]21)[O:17][CH3:18]. Reactants: N1(C(OC(C)(C)C)=O)CCC(CC1)CO, c1c(c(ncn1)N)I. Reagents/catalysts: c1ccc(cc1)-c2c3ccccc3cc4ccccc24 (9-Phenylanthracene), C(=O)([O-])[O-].[Cs+].[Cs+] (Cs2CO3), 3G OMs RockPhos. The solvent is CCC(C)(C)O (t-AmOH). Conditions: temperature 110 celsius, time 18 hour. Product: CC(C)(C)OC(=O)N1CCC(COc2cncnc2N)CC1. As a reaction SMILES: [NH2:1][c:2]1[c:7](I)[cH:6][n:5][cH:4][n:3]1.[CH3:8][C:9]([O:12][C:13]([N:15]1[CH2:22][CH2:21][CH:18]([CH2:19][OH:20])[CH2:17][CH2:16]1)=[O:14])([CH3:11])[CH3:10]>>[CH3:8][C:9]([O:12][C:13]([N:15]1[CH2:22][CH2:21][CH:18]([CH2:19][O:20][c:7]2[c:2]([NH2:1])[n:3][cH:4][n:5][cH:6]2)[CH2:17][CH2:16]1)=[O:14])([CH3:11])[CH3:10]. The reactants are CC(C)(C)C(=O)c1ccc(Br)cc1, CCNCC, C#C[Si](C)(C)C, [Cu]I, Cl[Pd]Cl, c1ccc(P(c2ccccc2)c2ccccc2)cc1, c1ccc(P(c2ccccc2)c2ccccc2)cc1. Yields the product CC(C)(C)C(=O)c1ccc(C#C[Si](C)(C)C)cc1. As a reaction SMILES: [Br:7][c:8]1[cH:9][cH:10][c:11]([C:14]([C:15]([CH3:16])([CH3:17])[CH3:18])=[O:19])[cH:12][cH:13]1.[CH2:20]([NH:21][CH2:22][CH3:23])[CH3:24].[CH3:1][Si:2]([CH3:3])([CH3:4])[C:5]#[CH:6].[Cu:66][I:67].[Pd:25]([Cl:26])[Cl:27].[c:28]1([P:29]([c:30]2[cH:31][cH:32][cH:33][cH:34][cH:35]2)[c:36]2[cH:37][cH:38][cH:39][cH:40][cH:41]2)[cH:42][cH:43][cH:44][cH:45][cH:46]1.[c:47]1([P:48]([c:49]2[cH:50][cH:51][cH:52][cH:53][cH:54]2)[c:55]2[cH:56][cH:57][cH:58][cH:59][cH:60]2)[cH:61][cH:62][cH:63][cH:64][cH:65]1>>[CH3:1][Si:2]([CH3:3])([CH3:4])[C:5]#[C:6][c:8]1[cH:9][cH:10][c:11]([C:14]([C:15]([CH3:16])([CH3:17])[CH3:18])=[O:19])[cH:12][cH:13]1. Isolated yield 65.3%. Procedure details: 624 mg of 2,2-dimethyl-4-(2-quinolyl)-2H-1-benzopyran-6-carbonitrile were shaken at room temperature under a hydrogen atmosphere in 25 ml of ethanol with 50 mg of 10% palladium-on-charcoal. After 4 hours the mixture was filtered and the filtrate was evaporated. The residue was chromatographed on silica gel using ethyl acetate/petroleum ether (1:2) for the elution. The product was recrystallized from isopropanol to give 410 mg of 3,4-dihydro-2,2-dimethyl-4-(2-quinolyl)-2H-1-benzopyran-6-carbonitr... Starting materials: CC1(OC2=C(C(=C1)C1=NC3=CC=CC=C3C=C1)C=C(C=C2)C#N)C (2,2-dimethyl-4-(2-quinolyl)-2H-1-benzopyran-6-carbonitrile). Run in C(C)O (ethanol). The product is CC1(OC2=C(C(C1)C1=NC3=CC=CC=C3C=C1)C=C(C=C2)C#N)C (3,4-dihydro-2,2-dimethyl-4-(2-quinolyl)-2H-1-benzopyran-6-carbonitrile). RXN SMILES: [CH3:1][C:2]1([CH3:24])[CH:7]=[C:6]([C:8]2[CH:17]=[CH:16][C:15]3[C:10](=[CH:11][CH:12]=[CH:13][CH:14]=3)[N:9]=2)[C:5]2[CH:18]=[C:19]([C:22]#[N:23])[CH:20]=[CH:21][C:4]=2[O:3]1>C(O)C.[Pd]>[CH3:1][C:2]1([CH3:24])[CH2:7][CH:6]([C:8]2[CH:17]=[CH:16][C:15]3[C:10](=[CH:11][CH:12]=[CH:13][CH:14]=3)[N:9]=2)[C:5]2[CH:18]=[C:19]([C:22]#[N:23])[CH:20]=[CH:21][C:4]=2[O:3]1. The reagents and catalysts are [Pd] (palladium-on-charcoal). RXN SMILES: [CH2:1]([c:2]1[cH:3][cH:4][cH:5][cH:6][cH:7]1)[O:8][c:9]1[cH:10][c:11]2[c:12]([CH2:18][CH2:19][N:20]3[C:21](=[O:30])[c:22]4[cH:23][cH:24][cH:25][cH:26][c:27]4[C:28]3=[O:29])[cH:13][nH:14][c:15]2[cH:16][cH:17]1.[CH2:54]1[O:55][CH2:56][CH2:57][CH2:58]1.[CH:31]([CH3:32])([CH3:33])[Si:34]([CH:35]([CH3:36])[CH3:37])([CH:38]([CH3:39])[CH3:40])[O:41][S:42]([C:43]([F:44])([F:45])[F:46])(=[O:47])=[O:48].[Na+:53].[O-:49][C:50]([OH:51])=[O:52]>>[CH2:1]([c:2]1[cH:3][cH:4][cH:5][cH:6][cH:7]1)[O:8][c:9]1[cH:10][c:11]2[c:12]([CH2:18][CH2:19][N:20]3[C:21](=[O:30])[c:22]4[cH:23][cH:24][cH:25][cH:26][c:27]4[C:28]3=[O:29])[cH:13][n:14]([Si:34]([CH:31]([CH3:32])[CH3:33])([CH:35]([CH3:36])[CH3:37])[CH:38]([CH3:39])[CH3:40])[c:15]2[cH:16][cH:17]1. Product: CC(C)[Si](C(C)C)(C(C)C)n1cc(CCN2C(=O)c3ccccc3C2=O)c2cc(OCc3ccccc3)ccc21. Reactants: O=C1c2ccccc2C(=O)N1CCc1c[nH]c2ccc(OCc3ccccc3)cc12, C1CCOC1, CC(C)[Si](OS(=O)(=O)C(F)(F)F)(C(C)C)C(C)C, [Na+], O=C([O-])O. Reactants: [N+](=O)([O-])C=1C=CC2=C(C(C(C(O2)(C)C)(CNC(C(F)(F)F)=O)O)N2C(C=CC=C2)=O)C1 (6-nitro-2,2-dimethyl-3-hydroxy-3,4-dihydro-3-(trifluoroacetamido)methyl-4-(2-oxo-1,2-dihydropyridin-1-yl)-2H-1-benzopyran), [H-].[Na+] (sodium hydride), O (Water), C(C)(=O)OCC (ethyl acetate). Solvent: O1CCCC1 (tetrahydrofuran). Product: [N+](=O)([O-])C=1C=CC2=C(C(=C(C(O2)(C)C)CNC(C(F)(F)F)=O)N2C(C=CC=C2)=O)C1 (6-nitro-2,2-dimethyl-3-(trifluoroacetamido)methyl-4-(2-oxo- 1,2-dihydropyridin-1-yl)-2H-1-benzopyran). Yield: 27.2%. As a reaction SMILES: [N+:1]([C:4]1[CH:5]=[CH:6][C:7]2[O:12][C:11]([CH3:14])([CH3:13])[C:10](O)([CH2:15][NH:16][C:17](=[O:22])[C:18]([F:21])([F:20])[F:19])[CH:9]([N:24]3[CH:29]=[CH:28][CH:27]=[CH:26][C:25]3=[O:30])[C:8]=2[CH:31]=1)([O-:3])=[O:2].[H-].[Na+].O.C(OCC)(=O)C>O1CCCC1>[N+:1]([C:4]1[CH:5]=[CH:6][C:7]2[O:12][C:11]([CH3:13])([CH3:14])[C:10]([CH2:15][NH:16][C:17](=[O:22])[C:18]([F:21])([F:19])[F:20])=[C:9]([N:24]3[CH:29]=[CH:28][CH:27]=[CH:26][C:25]3=[O:30])[C:8]=2[CH:31]=1)([O-:3])=[O:2] |f:1.2|. Procedure: A solution of 6-nitro-2,2-dimethyl-3-hydroxy-3,4-dihydro-3-(trifluoroacetamido)methyl-4-(2-oxo-1,2-dihydropyridin-1-yl)-2H-1-benzopyran (0.5 g, 1.13 mmol) in tetrahydrofuran (20 ml) containing sodium hydride (80%, 0.034 g, 1.13 mol) was refluxed for one hour. Water and ethyl acetate were added to the cooled solution and the organic phase was separated and evaporated under reduced pressure. The residue was chromatographed on silica gel, eluting with dichloromethane/acetone (95/5), to give 0.13 g ... Reactants: C(C)OC(CC1=CC(=C(C=C1)CC)O)=O ((4-Ethyl-3-hydroxy-phenyl)-acetic acid ethyl ester), C(=O)([O-])[O-].[K+].[K+] (K2CO3), BrC1=C(C=C(C=C1)Cl)F (1-bromo-4-chloro-2-fluorobenzene), Cl (HCl). The solvent is CN1CCCC1=O (NMP). Conditions: temperature 120 celsius. Product: C(C)OC(CC1=CC(=C(C=C1)CC)OC1=C(C=CC(=C1)Cl)Br)=O ([3-(2-bromo-5-chloro-phenoxy)-4-ethyl-phenyl]-acetic acid ethyl ester). RXN SMILES: [CH2:1]([O:3][C:4](=[O:15])[CH2:5][C:6]1[CH:11]=[CH:10][C:9]([CH2:12][CH3:13])=[C:8]([OH:14])[CH:7]=1)[CH3:2].C([O-])([O-])=O.[K+].[K+].[Br:22][C:23]1[CH:28]=[CH:27][C:26]([Cl:29])=[CH:25][C:24]=1F.Cl>CN1C(=O)CCC1>[CH2:1]([O:3][C:4](=[O:15])[CH2:5][C:6]1[CH:11]=[CH:10][C:9]([CH2:12][CH3:13])=[C:8]([O:14][C:28]2[CH:27]=[C:26]([Cl:29])[CH:25]=[CH:24][C:23]=2[Br:22])[CH:7]=1)[CH3:2] |f:1.2.3|. Procedure details: step 1—To a solution of ethyl 4-ethyl-3-hydroxyphenylacetate (12a, 1.000 g; 4.8 mmol) and NMP (10 mL) was added K2CO3 (1.99 g; 14.4 mmol) and 1-bromo-4-chloro-2-fluorobenzene (1.106 g; 5.28 mmol). The reaction was heated to 120° C. and monitored by TLC. After 8 h the reaction was cooled to RT and 10% HCl was added. The mixture was extracted with EtOAc and the combined extracts were washed with H2O and brine. The extracts were dried (Na2SO4) filtered and evaporated. The crude product was chromato...